describe an organic reaction: reactants, conditions, products, and yield From a dataset of the Open Reaction Database (ORD), a public repository of structured organic reaction records. Reactants: [Al], CCSSCC, CCc1cccc(O)c1, Cl, [H][H]. Product: CCSc1ccc(CC)cc1O. As a reaction SMILES: [Al:10].[CH2:13]([CH3:14])[S:15][S:16][CH2:17][CH3:18].[CH2:1]([CH3:2])[c:3]1[cH:4][c:5]([OH:9])[cH:6][cH:7][cH:8]1.[ClH:19].[H:11][H:12]>>[CH2:1]([CH3:2])[c:3]1[cH:4][c:5]([OH:9])[c:6]([S:15][CH2:13][CH3:14])[cH:7][cH:8]1.